From a dataset of the Open Reaction Database (ORD), a public repository of structured organic reaction records. describe an organic reaction: reactants, conditions, products, and yield Starting materials: CC1=C(N=C(O1)C1=CC=CC=C1)CCC(=O)C1=CC=C(C=C2C(NC(O2)=O)=O)C=C1 (5-[4-[3-(5-methyl-2-phenyl-4-oxazolyl)propionyl]benzylidene]-2,4-oxazolidinedione). The reagents and catalysts are [C].[Pd] (palladium-carbon). Solvent: O1CCCC1 (tetrahydrofuran). The product is OC(CCC=1N=C(OC1C)C1=CC=CC=C1)C1=CC=C(CC2C(NC(O2)=O)=O)C=C1 (5-[4-[1-hydroxy-3-(5-methyl-2-phenyl-4-oxazolyl)propyl]benzyl]-2,4-oxazolidinedione). Yield: 52.8%. Reaction SMILES: [CH3:1][C:2]1[O:6][C:5]([C:7]2[CH:12]=[CH:11][CH:10]=[CH:9][CH:8]=2)=[N:4][C:3]=1[CH2:13][CH2:14][C:15]([C:17]1[CH:30]=[CH:29][C:20]([CH:21]=[C:22]2[O:26][C:25](=[O:27])[NH:24][C:23]2=[O:28])=[CH:19][CH:18]=1)=[O:16]>[C].[Pd].O1CCCC1>[OH:16][CH:15]([C:17]1[CH:30]=[CH:29][C:20]([CH2:21][CH:22]2[O:26][C:25](=[O:27])[NH:24][C:23]2=[O:28])=[CH:19][CH:18]=1)[CH2:14][CH2:13][C:3]1[N:4]=[C:5]([C:7]2[CH:8]=[CH:9][CH:10]=[CH:11][CH:12]=2)[O:6][C:2]=1[CH3:1] |f:1.2|. Procedure details: A mixture of 5-[4-[3-(5-methyl-2-phenyl-4-oxazolyl)propionyl]benzylidene]-2,4-oxazolidinedione (0.75 g), palladium-carbon (5%, 0.75 g) and tetrahydrofuran (THF) (70 ml) was subjected to catalytic hydrogenation at 3 atm and room temperature. After the catalyst was filtered out, the filtrate was concentrated under reduced pressure. The residue was purified by silica gel column chromatography. From the fraction eluted with chloroform-ethyl acetate (1:1, v/v), 5-[4-[1-hydroxy-3-(5-methyl-2-phenyl-4-... Reactants: C(C)(=O)OCC.CO (ethyl acetate methanol), C(C)(=O)C1=CC2=CC=C(C=C2C=C1)C(C=1C=NC=CC1)(C1=CC=CC=C1)O (2-acetyl-6-(1-hydroxy-1-phenyl-1-(3-pyridyl) methyl)naphthalene), 3a, C[Si](C)(C)O[Si](C)(C)C (trimethylsilyl ether). Yields the product OC(C=1C=NC=CC1)(C1=CC=CC=C1)C=1C=C2C=CC(=CC2=CC1)C(=O)OC (Methyl 6-[1-hydroxy-1-phenyl-1-(3-pyridyl)methyl]-2-naphthoate). Reaction SMILES: C(C1[CH:13]=[CH:12][C:11]2[C:6](=[CH:7][CH:8]=[C:9]([C:14]([OH:27])([C:21]3[CH:26]=[CH:25][CH:24]=[CH:23][CH:22]=3)[C:15]3[CH:16]=[N:17][CH:18]=[CH:19][CH:20]=3)[CH:10]=2)[CH:5]=1)(=O)C.C[Si](O[Si](C)(C)C)(C)C.[C:37]([O:40][CH2:41]C)(=[O:39])[CH3:38].CO>>[OH:27][C:14]([C:9]1[CH:10]=[C:11]2[C:6](=[CH:7][CH:8]=1)[CH:5]=[C:38]([C:37]([O:40][CH3:41])=[O:39])[CH:13]=[CH:12]2)([C:21]1[CH:22]=[CH:23][CH:24]=[CH:25][CH:26]=1)[C:15]1[CH:16]=[N:17][CH:18]=[CH:19][CH:20]=1 |f:2.3|. Procedure: Methyl 6-[1-hydroxy-1-phenyl-1-(3-pyridyl)methyl]-2-naphthoate is prepared from 2-acetyl-6-(1-hydroxy-1-phenyl-1-(3-pyridyl) methyl)naphthalene in analogy to 3a without intermediate protection of the hydroxyl group as the trimethylsilyl ether. RF (ethyl acetate/methanol): 0.53. Starting materials: C(C)C1=CC=C(C=C1)C1(C2=CC=CC=C2C=2C=CC=CC12)O (9-(4-ethylphenyl)-9H-fluoren-9-ol), COC([C@@H](NC(=O)OCC1C2=CC=CC=C2C=2C=CC=CC12)[C@H](O)C)=O (Nα -(9-fluorenylmethoxycarbonyl)-L-threonine methyl ester). Product: C(C)C1=CC=C(C=C1)C1(C2=CC=CC=C2C=2C=CC=CC12)O[C@@H]([C@H](N)C(=O)O)C (O-[9-(4-Ethylphenyl)-9H-fluoren-9-yl]-L-threonine). As a reaction SMILES: [CH2:1]([C:3]1[CH:8]=[CH:7][C:6]([C:9]2([OH:22])[C:21]3[CH:20]=[CH:19][CH:18]=[CH:17][C:16]=3[C:15]3[C:10]2=[CH:11][CH:12]=[CH:13][CH:14]=3)=[CH:5][CH:4]=1)[CH3:2].C[O:24][C:25](=[O:48])[C@H:26]([C@@H:45]([CH3:47])O)[NH:27]C(OCC1C2C=CC=CC=2C2C1=CC=CC=2)=O>>[CH2:1]([C:3]1[CH:4]=[CH:5][C:6]([C:9]2([O:22][C@H:45]([CH3:47])[C@@H:26]([C:25]([OH:48])=[O:24])[NH2:27])[C:10]3[CH:11]=[CH:12][CH:13]=[CH:14][C:15]=3[C:16]3[C:21]2=[CH:20][CH:19]=[CH:18][CH:17]=3)=[CH:7][CH:8]=1)[CH3:2]. Reported procedure: from 9-(4-ethylphenyl)-9H-fluoren-9-ol (Example 3o) and Nα -(9-fluorenylmethoxycarbonyl)-L-threonine methyl ester;